This data is from the Open Reaction Database (ORD), a public repository of structured organic reaction records. The task is: describe an organic reaction: reactants, conditions, products, and yield Reactants: Cc1ccccc1, ClCCl, O=[N+]([O-])c1cccc(Cl)c1CCO, O=S(Cl)Cl. The product is O=[N+]([O-])c1cccc(Cl)c1CCCl. RXN SMILES: [CH3:18][c:19]1[cH:20][cH:21][cH:22][cH:23][cH:24]1.[Cl:25][CH2:26][Cl:27].[Cl:5][c:6]1[c:7]([CH2:15][CH2:16][OH:17])[c:8]([N+:12](=[O:13])[O-:14])[cH:9][cH:10][cH:11]1.[S:1]([Cl:2])([Cl:3])=[O:4]>>[Cl:3][CH2:16][CH2:15][c:7]1[c:6]([Cl:5])[cH:11][cH:10][cH:9][c:8]1[N+:12](=[O:13])[O-:14]. The reactants are OCCN(CCO)CC(=O)O (N,N-Bis-(2-hydroxyethyl)aminoacetic acid), [OH-].[Na+] (sodium hydroxide). Solvent: O (H2O). The product is OCCN(CCO)CC(=O)[O-].[Na+] (sodium N,N-bis-(2-hydroxyethyl)aminoacetate). As a reaction SMILES: [OH:1][CH2:2][CH2:3][N:4]([CH2:8][C:9]([OH:11])=[O:10])[CH2:5][CH2:6][OH:7].[OH-].[Na+:13]>O>[OH:1][CH2:2][CH2:3][N:4]([CH2:8][C:9]([O-:11])=[O:10])[CH2:5][CH2:6][OH:7].[Na+:13] |f:1.2,4.5|. Procedure details: N,N-Bis-(2-hydroxyethyl)aminoacetic acid (364,933 grams, 2.2144 moles) (this material is 99% pure; it contains 1% or 3.613 grams of H2O) is added with stirring to a cooled solution of pure sodium hydroxide (88.57 grams, 2.2144 moles) in pyrogen-free distilled water (400 ml.). The mixture is stirred until solution is effected. After reaching room temperature, the solution is stirred while enough pyrogen-free distilled water is added to make the total volume 1.000 ml. The solution is sterilized by... The reactants are O=C1CNc2cc(Br)ccc2N1, [BH3-]C#N, C=O, CC(=O)O, CO, [Na+], O. Product: CN1CC(=O)Nc2ccc(Br)cc21. Reaction SMILES: [Br:1][c:2]1[cH:3][c:4]2[c:9]([cH:10][cH:11]1)[NH:8][C:7](=[O:12])[CH2:6][NH:5]2.[C:20]([BH3-:21])#[N:22].[CH2:13]=[O:14].[CH3:16][C:17](=[O:18])[OH:19].[CH3:24][OH:25].[Na+:23].[OH2:15]>>[Br:1][c:2]1[cH:3][c:4]2[c:9]([cH:10][cH:11]1)[NH:8][C:7](=[O:12])[CH2:6][N:5]2[CH3:16]. The reactants are OCCN(C(=O)C1=NC(=NC(=C1OCC1=CC=CC=C1)O)CC1(CCCC1)N1C=CC=2C1=NC=CC2)C (5-benzyloxy-6-hydroxy-2-(1-pyrrolo[2,3-b]pyridin-1-yl-cyclopentylmethyl)-pyrimidine-4-carboxylic acid (2-hydroxyethyl)-methyl-amide), C1(=CC=CC=C1)P(C1=CC=CC=C1)C1=CC=CC=C1 (triphenyl phosphine), CO (methanol), N(=NC(=O)OC(C)C)C(=O)OC(C)C (diisopropyl azodicarboxylate). Solvent: ClCCl (dichloromethane), C(C)(=O)OCC (ethyl acetate). Conditions: time 10 minute. The product is C(C1=CC=CC=C1)OC1=C2N(C(=NC1=O)CC1(CCCC1)N1C=CC=3C1=NC=CC3)CCN(C2=O)C (9-benzyloxy-2-methyl-6-(1-pyrrolo[2,3-b]pyridin-1-yl-cyclopentylmethyl)-3,4-dihydro-2H-pyrazino[1,2-c]pyrimidine-1,8-dione). Yield: 29.5%. Reaction SMILES: O[CH2:2][CH2:3][N:4]([CH3:37])[C:5]([C:7]1[C:12]([O:13][CH2:14][C:15]2[CH:20]=[CH:19][CH:18]=[CH:17][CH:16]=2)=[C:11]([OH:21])[N:10]=[C:9]([CH2:22][C:23]2([N:28]3[C:32]4=[N:33][CH:34]=[CH:35][CH:36]=[C:31]4[CH:30]=[CH:29]3)[CH2:27][CH2:26][CH2:25][CH2:24]2)[N:8]=1)=[O:6].C1(P(C2C=CC=CC=2)C2C=CC=CC=2)C=CC=CC=1.N(C(OC(C)C)=O)=NC(OC(C)C)=O.CO>ClCCl.C(OCC)(=O)C>[CH2:14]([O:13][C:12]1[C:11](=[O:21])[N:10]=[C:9]([CH2:22][C:23]2([N:28]3[C:32]4=[N:33][CH:34]=[CH:35][CH:36]=[C:31]4[CH:30]=[CH:29]3)[CH2:27][CH2:26][CH2:25][CH2:24]2)[N:8]2[CH2:2][CH2:3][N:4]([CH3:37])[C:5](=[O:6])[C:7]=12)[C:15]1[CH:20]=[CH:19][CH:18]=[CH:17][CH:16]=1. Procedure: To a stirred solution of 5-benzyloxy-6-hydroxy-2-(1-pyrrolo[2,3-b]pyridin-1-yl-cyclopentylmethyl)-pyrimidine-4-carboxylic acid (2-hydroxyethyl)-methyl-amide (406) (210 mg, 0.42 mmol) in dichloromethane (30 mL) was added triphenyl phosphine (550 mg, 2.09 mmol) followed by diisopropyl azodicarboxylate (0.2 mL, 1.26 mmol) at room temperature and stirring was continued for 10 min (TLC, 5% methanol in ethyl acetate, Rf=0.2). The reaction mixture was concentrated under reduced pressure to get a crude ... Starting materials: ClC=1C=CC=2N(N1)C=CN2 (6-chloroimidazo[1,2-b]pyridazine), OC=1C=C(C(=O)OC)C=CC1 (methyl 3-hydroxybenzoate), C([O-])([O-])=O.[K+].[K+] (potassium carbonate), CN1C(CCC1)=O (N-methylpyrrolidone). The solvent is O (water). Run at temperature 120 celsius, time 18 hour. Yields the product N=1C=CN2N=C(C=CC21)OC=2C=C(C(=O)OC)C=CC2 (methyl 3-(imidazo[1,2-b]pyridazin-6-yloxy)benzoate). Yield: 64.0%. Reaction SMILES: Cl[C:2]1[CH:3]=[CH:4][C:5]2[N:6]([CH:8]=[CH:9][N:10]=2)[N:7]=1.[OH:11][C:12]1[CH:13]=[C:14]([CH:19]=[CH:20][CH:21]=1)[C:15]([O:17][CH3:18])=[O:16].C(=O)([O-])[O-].[K+].[K+].CN1CCCC1=O>O>[N:10]1[CH:9]=[CH:8][N:6]2[C:5]=1[CH:4]=[CH:3][C:2]([O:11][C:12]1[CH:13]=[C:14]([CH:19]=[CH:20][CH:21]=1)[C:15]([O:17][CH3:18])=[O:16])=[N:7]2 |f:2.3.4|. Procedure details: A mixture of 6-chloroimidazo[1,2-b]pyridazine (1536 mg, 10.0 mmol), methyl 3-hydroxybenzoate (1978 mg, 13.0 mmol), potassium carbonate (4146 mg, 30.0 mmol) and N-methylpyrrolidone (10 mL) was stirred at 120° C. for 18 hr. The reaction mixture was diluted with water and extracted with ethyl acetate. The organic layer was washed with water and concentrated under reduced pressure. The residue was purified by NH silica gel column chromatography (hexane/ethyl acetate=90/10→20/80). The objective fract...